From a dataset of the Open Reaction Database (ORD), a public repository of structured organic reaction records. describe an organic reaction: reactants, conditions, products, and yield Reactants: Br, CC(=O)O, [Cu]Br, Nc1ccc(I)cc1F, O=N[O-], [Na+], O, O=S(=O)(O)O. The product is Fc1cc(I)ccc1Br. As a reaction SMILES: [BrH:19].[CH3:5][C:6](=[O:7])[OH:8].[Cu:25][Br:26].[F:9][c:10]1[c:11]([NH2:12])[cH:13][cH:14][c:15]([I:17])[cH:16]1.[N:1]([O-:2])=[O:3].[Na+:4].[OH2:18].[S:20](=[O:21])(=[O:22])([OH:23])[OH:24]>>[F:9][c:10]1[c:11]([Br:19])[cH:13][cH:14][c:15]([I:17])[cH:16]1. Reactants: CCOC(=O)CC(O)c1ccn(C2=CC(C)(C)Oc3ccc(C#N)cc32)c(=O)c1, O=C([O-])O, CC#N, CN(C)c1ccncc1, [Na+], S=C(Cl)Oc1ccccc1. The product is CCOC(=O)CC(OC(=S)Oc1ccccc1)c1ccn(C2=CC(C)(C)Oc3ccc(C#N)cc32)c(=O)c1. RXN SMILES: [C:1](#[N:2])[c:3]1[cH:4][c:5]2[c:6]([cH:28][cH:29]1)[O:7][C:8]([CH3:26])([CH3:27])[CH:9]=[C:10]2[n:11]1[c:12](=[O:25])[cH:13][c:14]([CH:17]([CH2:18][C:19](=[O:20])[O:21][CH2:22][CH3:23])[OH:24])[cH:15][cH:16]1.[C:40](=[O:41])([O-:42])[OH:43].[CH3:45][C:46]#[N:47].[CH3:48][N:49]([CH3:50])[c:51]1[cH:52][cH:53][n:54][cH:55][cH:56]1.[Na+:44].[O:30]([c:31]1[cH:32][cH:33][cH:34][cH:35][cH:36]1)[C:37](=[S:38])[Cl:39]>>[C:1](#[N:2])[c:3]1[cH:4][c:5]2[c:6]([cH:28][cH:29]1)[O:7][C:8]([CH3:26])([CH3:27])[CH:9]=[C:10]2[n:11]1[c:12](=[O:25])[cH:13][c:14]([CH:17]([CH2:18][C:19](=[O:20])[O:21][CH2:22][CH3:23])[O:24][C:37]([O:30][c:31]2[cH:32][cH:33][cH:34][cH:35][cH:36]2)=[S:38])[cH:15][cH:16]1. Reactants: C1(=CC=CC=C1)C1=CC=C(C=C1)O (p-phenylphenol), O.O.C(C(=O)O)(=O)O (oxalic acid dihydrate), C=O (formalin), Cl (hydrochloric acid). The solvent is O (water). Run at temperature 170 celsius. Yields the product C1(=CC=CC=C1)C1=CC=C(C=C1)O.C=O (p-phenylphenol formaldehyde). RXN SMILES: [C:1]1([C:7]2[CH:12]=[CH:11][C:10]([OH:13])=[CH:9][CH:8]=2)[CH:6]=[CH:5][CH:4]=[CH:3][CH:2]=1.C=O.Cl.O.O.C(O)(=O)[C:20](O)=[O:21]>O>[C:1]1([C:7]2[CH:8]=[CH:9][C:10]([OH:13])=[CH:11][CH:12]=2)[CH:2]=[CH:3][CH:4]=[CH:5][CH:6]=1.[CH2:20]=[O:21] |f:3.4.5,7.8|. Procedure: 170 g (1 mole) of p-phenylphenol, 65 g (0.8 mole) of 37% formalin, 10 cc of conc. hydrochloric acid, 1.0 g of oxalic acid dihydrate and 40 cc of water were condensed under water reflux for 10 hours. The reaction mixture was then heated and dehydrated, and heated to 170° C. to complete the reaction. There was obtained a p-phenylphenol/formaldehyde condensate having a softening point of 90° C. The reactants are [K+], NN, [OH-], O, O=C(O)CCCCCCCCCCC(=O)CCCO, OCCOCCO. Yields the product O=C(O)CCCCCCCCCCCCCCO. RXN SMILES: [K+:21].[NH2:22][NH2:23].[OH-:20].[OH2:31].[OH:1][CH2:2][CH2:3][CH2:4][C:5]([CH2:6][CH2:7][CH2:8][CH2:9][CH2:10][CH2:11][CH2:12][CH2:13][CH2:14][CH2:15][C:16](=[O:17])[OH:18])=[O:19].[OH:24][CH2:25][CH2:26][O:27][CH2:28][CH2:29][OH:30]>>[OH:1][CH2:2][CH2:3][CH2:4][CH2:5][CH2:6][CH2:7][CH2:8][CH2:9][CH2:10][CH2:11][CH2:12][CH2:13][CH2:14][CH2:15][C:16](=[O:17])[OH:18]. Reactants: C(#N)CC(=O)O (cyanoacetic acid), COC1=CC(=C(OC2=CC=C(CNC(=O)C3(CC3)N)C=C2)C=C1)C(F)(F)F (1-amino-cyclopropanecarboxylic acid 4-(4-methoxy-2-trifluoromethyl-phenoxy)-benzylamide). Product: COC1=CC(=C(OC2=CC=C(CNC(=O)C3(CC3)NC(CC#N)=O)C=C2)C=C1)C(F)(F)F (1-(2-cyano-acetylamino)-cyclopropanecarboxylic acid 4-(4-methoxy-2-trifluoromethyl-phenoxy)-benzylamide). Reaction SMILES: [C:1]([CH2:3][C:4]([OH:6])=O)#[N:2].[CH3:7][O:8][C:9]1[CH:29]=[CH:28][C:12]([O:13][C:14]2[CH:27]=[CH:26][C:17]([CH2:18][NH:19][C:20]([C:22]3([NH2:25])[CH2:24][CH2:23]3)=[O:21])=[CH:16][CH:15]=2)=[C:11]([C:30]([F:33])([F:32])[F:31])[CH:10]=1>>[CH3:7][O:8][C:9]1[CH:29]=[CH:28][C:12]([O:13][C:14]2[CH:27]=[CH:26][C:17]([CH2:18][NH:19][C:20]([C:22]3([NH:25][C:4](=[O:6])[CH2:3][C:1]#[N:2])[CH2:23][CH2:24]3)=[O:21])=[CH:16][CH:15]=2)=[C:11]([C:30]([F:31])([F:32])[F:33])[CH:10]=1. Reported procedure: Prepared analogously to Example 85b) starting from cyanoacetic acid and 1-amino-cyclopropanecarboxylic acid 4-(4-methoxy-2-trifluoromethyl-phenoxy)-benzylamide (from 85a). In addition, the residue was finally purified by chromatography (reversed phase).